From a dataset of the Open Reaction Database (ORD), a public repository of structured organic reaction records. describe an organic reaction: reactants, conditions, products, and yield Starting materials: resultant mixture, N(=NC(=O)OC(C)C)C(=O)OC(C)C (Di-isopropyl azodicarboxylate), CC1=C(C=C(C=C1)NC(C1=CC(=CC=C1)N1CCOCC1)=O)NC(C1=CC=C(C=C1)O)=O (N-[2-methyl-5-(3-morpholinobenzamido)phenyl]4-hydroxybenzamide), OC1COCC1 (3-hydroxytetrahydrofuran), C1(=CC=CC=C1)P(C1=CC=CC=C1)C1=CC=CC=C1 (triphenyl phosphine). Solvent: C(Cl)Cl (methylene chloride), C(Cl)Cl (methylene chloride). Conditions: temperature 5 celsius. Yields the product CC1=C(C=C(C=C1)NC(C1=CC(=CC=C1)N1CCOCC1)=O)NC(C1=CC=C(C=C1)OC1COCC1)=O (N-[2-methyl-5-(3-morpholinobenzamido)phenyl]4-tetrahydrofuran-3-yloxybenzamide). Yield: 298.2%. Reaction SMILES: N(C(OC(C)C)=O)=NC(OC(C)C)=O.[CH3:15][C:16]1[CH:21]=[CH:20][C:19]([NH:22][C:23](=[O:36])[C:24]2[CH:29]=[CH:28][CH:27]=[C:26]([N:30]3[CH2:35][CH2:34][O:33][CH2:32][CH2:31]3)[CH:25]=2)=[CH:18][C:17]=1[NH:37][C:38](=[O:46])[C:39]1[CH:44]=[CH:43][C:42]([OH:45])=[CH:41][CH:40]=1.O[CH:48]1[CH2:52][CH2:51][O:50][CH2:49]1.C1(P(C2C=CC=CC=2)C2C=CC=CC=2)C=CC=CC=1>C(Cl)Cl>[CH3:15][C:16]1[CH:21]=[CH:20][C:19]([NH:22][C:23](=[O:36])[C:24]2[CH:29]=[CH:28][CH:27]=[C:26]([N:30]3[CH2:35][CH2:34][O:33][CH2:32][CH2:31]3)[CH:25]=2)=[CH:18][C:17]=1[NH:37][C:38](=[O:46])[C:39]1[CH:40]=[CH:41][C:42]([O:45][CH:48]2[CH2:52][CH2:51][O:50][CH2:49]2)=[CH:43][CH:44]=1. Reported procedure: Di-isopropyl azodicarboxylate (0.21 ml) was added to a stirred mixture of N-[2-methyl-5-(3-morpholinobenzamido)phenyl]4-hydroxybenzamide (0.15 g), 3-hydroxytetrahydrofuran (0.31 g), triphenyl phosphine (0.275 g) and methylene chloride (5 ml) which had been cooled to 5° C. The resultant mixture was stirred at ambient temperature for 18 hours. The mixture was poured onto a pre-wetted (methylene chloride) ion-exchange column (isolute SCX 5 g column from International Sorbent Technology Limited) and... Starting materials: resultant material, C(=O)(C(F)(F)F)O (TFA), BrC=1C=C(C=CC1)OC1CCN(CC1)C(=O)OC(C)(C)C (1,1-dimethylethyl 4-[(3-bromophenyl)oxy]-1-piperidinecarboxylate), C(C)N1N=CC=2C1=NC(=C(C2NC2CCOCC2)CNC(=O)C2=CC(=CC=C2)C(=O)NCC2=CC(=CC=C2)B2OC(C(O2)(C)C)(C)C)CC (N-{[1,6-diethyl-4-(tetrahydro-2H-pyran-4-ylamino)-1H-pyrazolo[3,4-b]pyridin-5-yl]methyl}-N′-{[3-(4,4,5,5-tetramethyl-1,3,2-dioxaborolan-2-yl)phenyl]methyl}-1,3-benzenedicarboxamide), C(=O)([O-])[O-].[K+].[K+] (K2CO3). The reagents and catalysts are C=1C=CC(=CC1)[P](C=2C=CC=CC2)(C=3C=CC=CC3)[Pd]([P](C=4C=CC=CC4)(C=5C=CC=CC5)C=6C=CC=CC6)([P](C=7C=CC=CC7)(C=8C=CC=CC8)C=9C=CC=CC9)[P](C=1C=CC=CC1)(C=1C=CC=CC1)C=1C=CC=CC1 (Pd(Ph3P)4). Run in C(Cl)Cl (DCM), O1CCOCC1 (1,4-dioxane), O (H2O). Reaction conditions: temperature 130 celsius, time 30 minute. Product: C(C)N1N=CC=2C1=NC(=C(C2NC2CCOCC2)CNC(=O)C2=CC(=CC=C2)C(=O)NCC=2C=C(C=CC2)C2=CC(=CC=C2)OC2CCNCC2)CC (N-{[1,6-Diethyl-4-(tetrahydro-2H-pyran-4-ylamino)-1H-pyrazolo[3,4-b]pyridin-5-yl]methyl}-N′-{[3′-(4-piperidinyloxy)-3-biphenylyl]methyl}-1,3-benzenedicarboxamide). The yield is 33.1%. RXN SMILES: Br[C:2]1[CH:3]=[C:4]([O:8][CH:9]2[CH2:14][CH2:13][N:12](C(OC(C)(C)C)=O)[CH2:11][CH2:10]2)[CH:5]=[CH:6][CH:7]=1.[CH2:22]([N:24]1[C:28]2=[N:29][C:30]([CH2:69][CH3:70])=[C:31]([CH2:40][NH:41][C:42]([C:44]3[CH:49]=[CH:48][CH:47]=[C:46]([C:50]([NH:52][CH2:53][C:54]4[CH:59]=[CH:58][CH:57]=[C:56](B5OC(C)(C)C(C)(C)O5)[CH:55]=4)=[O:51])[CH:45]=3)=[O:43])[C:32]([NH:33][CH:34]3[CH2:39][CH2:38][O:37][CH2:36][CH2:35]3)=[C:27]2[CH:26]=[N:25]1)[CH3:23].C([O-])([O-])=O.[K+].[K+].C(O)(C(F)(F)F)=O>O1CCOCC1.O.C1C=CC([P]([Pd]([P](C2C=CC=CC=2)(C2C=CC=CC=2)C2C=CC=CC=2)([P](C2C=CC=CC=2)(C2C=CC=CC=2)C2C=CC=CC=2)[P](C2C=CC=CC=2)(C2C=CC=CC=2)C2C=CC=CC=2)(C2C=CC=CC=2)C2C=CC=CC=2)=CC=1.C(Cl)Cl>[CH2:22]([N:24]1[C:28]2=[N:29][C:30]([CH2:69][CH3:70])=[C:31]([CH2:40][NH:41][C:42]([C:44]3[CH:49]=[CH:48][CH:47]=[C:46]([C:50]([NH:52][CH2:53][C:54]4[CH:59]=[C:58]([C:2]5[CH:7]=[CH:6][CH:5]=[C:4]([O:8][CH:9]6[CH2:10][CH2:11][NH:12][CH2:13][CH2:14]6)[CH:3]=5)[CH:57]=[CH:56][CH:55]=4)=[O:51])[CH:45]=3)=[O:43])[C:32]([NH:33][CH:34]3[CH2:39][CH2:38][O:37][CH2:36][CH2:35]3)=[C:27]2[CH:26]=[N:25]1)[CH3:23] |f:2.3.4,^1:94,96,115,134|. Procedure: To a solution of 1,1-dimethylethyl 4-[(3-bromophenyl)oxy]-1-piperidinecarboxylate (0.036 g, 0.100 mmol) in 1,4-dioxane (0.9 mL) and H2O (300 μL) was added N-{[1,6-diethyl-4-(tetrahydro-2H-pyran-4-ylamino)-1H-pyrazolo[3,4-b]pyridin-5-yl]methyl}-N′-{[3-(4,4,5,5-tetramethyl-1,3,2-dioxaborolan-2-yl)phenyl]methyl}-1,3-benzenedicarboxamide (0.067 g, 0.1 mmol), Pd(Ph3P)4 (4.62 mg, 4.00 μmol), and K2CO3 (0.028 g, 0.200 mmol). This mixture was heated at 130° C. for 15 min. The reaction mixture was concen... Starting materials: CC1=NN=NN1C1=C(C(=O)OCC)C=CC=C1 (ethyl 2-(5-methyl-1H-tetrazol-1-yl)benzoate), [O-]CC.[K+] (Potassium ethoxide). Solvent: CN(C=O)C (N,N-dimethylformamide), O (water). Reaction conditions: time 3 hour. The product is N1=NN=C2N1C1=CC=CC=C1C(=C2)O (tetrazolo[1,5-a]quinolin-5-ol). Yield: 99.9%. As a reaction SMILES: [CH3:1][C:2]1[N:6]([C:7]2[CH:17]=[CH:16][CH:15]=[CH:14][C:8]=2[C:9](OCC)=[O:10])[N:5]=[N:4][N:3]=1.[O-]CC.[K+]>CN(C)C=O.O>[N:5]1[N:6]2[C:7]3[C:8]([C:9]([OH:10])=[CH:1][C:2]2=[N:3][N:4]=1)=[CH:14][CH:15]=[CH:16][CH:17]=3 |f:1.2|. Procedure: Under a nitrogen atmosphere, ethyl 2-(5-methyl-1H-tetrazol-1-yl)benzoate (92.7 g, 0.34 mol) was dissolved in N,N-dimethylformamide (600 ml) and the solution was chilled in an ice water bath. Potassium ethoxide (67.2 g, 0.80 mol) was added slowly to the solution. After a few minutes, the ice water bath was removed and the reaction was stirred at room temperature for 3 hours. The reaction was treated with 100 ml of water and approximately 300-400 ml of solvent was removed in vacuo. The remainder o... Reactants: [Al+3], C1CCOC1, [H-], [H-], [H-], [H-], [Li+], O=C(O)CC(c1ccccc1)(c1ccccc1)c1ccccc1. Yields the product OCCC(c1ccccc1)(c1ccccc1)c1ccccc1. RXN SMILES: [Al+3:2].[CH2:30]1[O:31][CH2:32][CH2:33][CH2:34]1.[H-:1].[H-:4].[H-:5].[H-:6].[Li+:3].[c:7]1([C:13]([CH2:14][C:15](=[O:16])[OH:17])([c:18]2[cH:19][cH:20][cH:21][cH:22][cH:23]2)[c:24]2[cH:25][cH:26][cH:27][cH:28][cH:29]2)[cH:8][cH:9][cH:10][cH:11][cH:12]1>>[c:7]1([C:13]([CH2:14][CH2:15][OH:16])([c:18]2[cH:19][cH:20][cH:21][cH:22][cH:23]2)[c:24]2[cH:25][cH:26][cH:27][cH:28][cH:29]2)[cH:8][cH:9][cH:10][cH:11][cH:12]1. Reactants: S1C=C(C=C1)CCO (3-thiopheneethanol), ClC(=O)OC1=CC=C(C=C1)[N+](=O)[O-] (4-nitrophenyl chloroformate). Product: C(OC1=CC=C(C=C1)[N+](=O)[O-])(OCCC1=CSC=C1)=O (4-Nitrophenyl 2-(3-thiophenyl)ethyl carbonate). As a reaction SMILES: [S:1]1[CH:5]=[CH:4][C:3]([CH2:6][CH2:7][OH:8])=[CH:2]1.Cl[C:10]([O:12][C:13]1[CH:18]=[CH:17][C:16]([N+:19]([O-:21])=[O:20])=[CH:15][CH:14]=1)=[O:11]>>[C:10](=[O:11])([O:8][CH2:7][CH2:6][C:3]1[CH:4]=[CH:5][S:1][CH:2]=1)[O:12][C:13]1[CH:14]=[CH:15][C:16]([N+:19]([O-:21])=[O:20])=[CH:17][CH:18]=1. Procedure details: Using the method of Example 7a, 3-thiopheneethanol was treated with 4-nitrophenyl chloroformate to afford, after purification by flash chromatography (EtOAc:hexane (1:9)), the title product (56%); TLC, Rf =0.25, EtOAc:hexane (1:9). The reactants are C(=O)[O-].[NH4+] (ammonium formate), [N+](=O)([O-])C=1C=C2CCC(N(C2=CC1)CC(=O)OCC)=O (ethyl 2-(6-nitro-2-oxo-3,4-dihydroquinolin-1(2H)-yl)acetate). Reagents/catalysts: [Fe] (Fe). The solvent is CCO (EtOH), O (H2O). Yields the product NC=1C=C2CCC(N(C2=CC1)CC(=O)OCC)=O (ethyl 2-(6-amino-2-oxo-3,4-dihydroquinolin-1(2H)-yl)acetate). Yield: 31.0%. RXN SMILES: [N+:1]([C:4]1[CH:5]=[C:6]2[C:11](=[CH:12][CH:13]=1)[N:10]([CH2:14][C:15]([O:17][CH2:18][CH3:19])=[O:16])[C:9](=[O:20])[CH2:8][CH2:7]2)([O-])=O.C([O-])=O.[NH4+]>CCO.O.[Fe]>[NH2:1][C:4]1[CH:5]=[C:6]2[C:11](=[CH:12][CH:13]=1)[N:10]([CH2:14][C:15]([O:17][CH2:18][CH3:19])=[O:16])[C:9](=[O:20])[CH2:8][CH2:7]2 |f:1.2|. Reported procedure: To a suspension of 1 ethyl 2-(6-nitro-2-oxo-3,4-dihydroquinolin-1(2H)-yl)acetate in EtOH (10 mL) and H2O (5 mL) was added ammonium formate (1.5 g, 23.8 mmol) and Fe (0.3 g, 5.4 mmol). After stirring at reflux for 2 h, the black mixture was filtered, the filtrate was diluted with EtOAc and water, EtOAc layer was separated and the aqueous layer was further extracted with EtOAc, organic layers were combined, dried over Na2SO4, and was concentrated in vacuo to provide ethyl 2-(6-amino-2-oxo-3,4-dihy... As a reaction SMILES: [CH3:1][CH:2]([CH2:14][CH3:15])[CH2:3][O:4][C:5](=[O:13])[C:6]1[CH:11]=[CH:10][C:9]([OH:12])=[CH:8][CH:7]=1.[C:16]([O:26][C:27]1[CH:35]=[CH:34][C:30]([C:31](Cl)=[O:32])=[CH:29][CH:28]=1)([O:18][CH2:19][C:20]1[CH:25]=[CH:24][CH:23]=[CH:22][CH:21]=1)=[O:17].CCOCC>C1COCC1.N1C=CC=CC=1>[CH3:1][CH:2]([CH2:14][CH3:15])[CH2:3][O:4][C:5](=[O:13])[C:6]1[CH:7]=[CH:8][C:9]([O:12][C:31](=[O:32])[C:30]2[CH:29]=[CH:28][C:27]([O:26][C:16]([O:18][CH2:19][C:20]3[CH:25]=[CH:24][CH:23]=[CH:22][CH:21]=3)=[O:17])=[CH:35][CH:34]=2)=[CH:10][CH:11]=1. Reported procedure: A solution of 16 m moles(3.3 g) of the above 4-hydroxybenzoic acid 2-methylbutyl ester in 20 ml of THF and 40 ml of pyridine was cooled, and a THF solution of 10 m moles(2.9 g) of the above 4-carbobenzoxyoxybenzoyl chloride was added dropwise. The mixture was returned slowly to room temperature, then stirred for 8 hours. After the reaction, the reaction mixture was ether extracted and concentrated, and then purified by column chromatography to obtain 2.9 g of 4-(4'-carbobenzoxyoxybenzoyloxy)benz... Run at time 8 hour. The yield is 62.9%. The reactants are CC(COC(C1=CC=C(C=C1)O)=O)CC (4-hydroxybenzoic acid 2-methylbutyl ester), CCOCC (ether), C(=O)(OCC1=CC=CC=C1)OC1=CC=C(C(=O)Cl)C=C1 (4-carbobenzoxyoxybenzoyl chloride). The solvent is C1CCOC1 (THF), N1=CC=CC=C1 (pyridine), C1CCOC1 (THF). Yields the product CC(COC(C1=CC=C(C=C1)OC(C1=CC=C(C=C1)OC(=O)OCC1=CC=CC=C1)=O)=O)CC (4-(4'-carbobenzoxyoxybenzoyloxy)benzoic acid 2-methylbutyl ester). Reactants: CC(=O)C.OS(=O)(=O)O.O=[Cr](=O)=O (Jones reagent), C(C1=CC=CC=C1)OC1=CC(=C(C(=C1)C)C1C(C=CC1=O)O)C (5-(4-benzyloxy-2,6-dimethylphenyl)-4-hydroxycyclopent-2-enone), CC(C)O (Propan-2-ol). Run in [Cl-].[Na+].O (brine), CC(=O)C (acetone). Conditions: time 2 hour. Yields the product C(C1=CC=CC=C1)OC1=CC(=C(C(=C1)C)C1C(C=CC1=O)=O)C (2-(4-benzyloxy-2,6-dimethylphenyl)cyclopent-4-ene-1,3-dione). Yield: 59.0%. As a reaction SMILES: CC(C)=O.OS(O)(=O)=O.O=[Cr](=O)=O.[CH2:14]([O:21][C:22]1[CH:27]=[C:26]([CH3:28])[C:25]([CH:29]2[C:33](=[O:34])[CH:32]=[CH:31][CH:30]2[OH:35])=[C:24]([CH3:36])[CH:23]=1)[C:15]1[CH:20]=[CH:19][CH:18]=[CH:17][CH:16]=1.CC(O)C>CC(C)=O.[Cl-].[Na+].O>[CH2:14]([O:21][C:22]1[CH:27]=[C:26]([CH3:28])[C:25]([CH:29]2[C:30](=[O:35])[CH:31]=[CH:32][C:33]2=[O:34])=[C:24]([CH3:36])[CH:23]=1)[C:15]1[CH:16]=[CH:17][CH:18]=[CH:19][CH:20]=1 |f:0.1.2,6.7.8|. Procedure details: A solution of Jones reagent (1.67 M, 60 ml, 100 mmol) is added, dropwise, to a solution of 5-(4-benzyloxy-2,6-dimethylphenyl)-4-hydroxycyclopent-2-enone (30.9 g) in acetone (500 ml) at 0° C., and the resulting solution is stirred at 0° C. for 2 hours. Propan-2-ol (50 ml) is added and the mixture is stirred for a further 2 hours, then brine (200 ml) is added and the reaction mixture is extracted with ethyl acetate (2×250 ml). The organic extracts are combined, washed with brine, dried over anhydr... The reactants are CC(CC)=O (2-butanone), Nafion, S(O)(O)(=O)=O (Sulfuric acid), CC(C(C)O)O (2,3-butanediol), P(O)(O)(O)=O (phosphoric acid). Product: C(C(C)C)=O (isobutyraldehyde), acetal, CC(C(C)O)O (2,3-butanediol). Reaction SMILES: [CH3:1][CH:2]([OH:6])[CH:3]([OH:5])[CH3:4].S(=O)(=O)(O)O.P(=O)(O)(O)O.[CH3:17]C(=O)CC>>[CH:2](=[O:6])[CH:3]([CH3:17])[CH3:4].[CH3:1][CH:2]([OH:6])[CH:3]([OH:5])[CH3:4]. Procedure details: The dehydration of 2,3-butanediol has previously been carried out by means of heterogeneous and homogeneous catalysis. Aluminosilicates (A. N. Bourns, R. V. V. Nicholls, Can. J. Res. B 1946-1947, 24-25, 80 ff) and Nafion®-H (I. Bucsi, A. Molnár, M. Bartók, Tetrahedron 1994, 50, 27, 8195 ff) were used as heterogeneous catalysts. Sulfuric acid (A. C. Neish, V. C. Haskell, F. J. MacDonald, Can. J. Res. B 1945, 23, 281 ff) or phosphoric acid (E. R. Alexander, D. C. Dittmer, J. Am. Chem. Soc. 1951, 7...